Dataset: the Open Reaction Database (ORD), a public repository of structured organic reaction records. Task: describe an organic reaction: reactants, conditions, products, and yield Starting materials: O=S(=O)(O)c1cccc(Nc2ccnc3cc(Cl)ccc23)c1, Cl, CCN1CCCC(N)C1, O=S(=O)(Cl)Cl. Product: CCN1CCCC(NS(=O)(=O)c2cccc(Nc3ccnc4cc(Cl)ccc34)c2)C1. RXN SMILES: [Cl:1][c:2]1[cH:3][cH:4][c:5]2[c:6]([NH:12][c:13]3[cH:14][c:15]([S:19](=[O:20])(=[O:21])[OH:22])[cH:16][cH:17][cH:18]3)[cH:7][cH:8][n:9][c:10]2[cH:11]1.[ClH:23].[NH2:29][CH:30]1[CH2:31][N:32]([CH2:36][CH3:37])[CH2:33][CH2:34][CH2:35]1.[S:24]([Cl:25])([Cl:26])(=[O:27])=[O:28]>>[Cl:1][c:2]1[cH:3][cH:4][c:5]2[c:6]([NH:12][c:13]3[cH:14][c:15]([S:19](=[O:20])(=[O:22])[NH:29][CH:30]4[CH2:31][N:32]([CH2:36][CH3:37])[CH2:33][CH2:34][CH2:35]4)[cH:16][cH:17][cH:18]3)[cH:7][cH:8][n:9][c:10]2[cH:11]1. Product: C(C)(=O)C1=C(C(=C(OCCCS(=O)(=O)C2=CC=C(C(=O)NCC(=O)O)C=C2)C=C1)CCC)O (4-(3-(4-Acetyl-3-hydroxy-2-propylphenoxy)propylsulfonyl)-N-(carboxymethyl)benzamide). Run at time 2 hour. RXN SMILES: [C:1]([C:4]1[CH:31]=[CH:30][C:7]([O:8][CH2:9][CH2:10][CH2:11][S:12]([C:15]2[CH:29]=[CH:28][C:18]([C:19]([NH:21][CH2:22][C:23](=[O:27])[O:24]CC)=[O:20])=[CH:17][CH:16]=2)(=[O:14])=[O:13])=[C:6]([CH2:32][CH2:33][CH3:34])[C:5]=1[OH:35])(=[O:3])[CH3:2].[OH-].[Na+].O>C1COCC1>[C:1]([C:4]1[CH:31]=[CH:30][C:7]([O:8][CH2:9][CH2:10][CH2:11][S:12]([C:15]2[CH:29]=[CH:28][C:18]([C:19]([NH:21][CH2:22][C:23]([OH:27])=[O:24])=[O:20])=[CH:17][CH:16]=2)(=[O:14])=[O:13])=[C:6]([CH2:32][CH2:33][CH3:34])[C:5]=1[OH:35])(=[O:3])[CH3:2] |f:1.2|. Reactants: C(C)(=O)C1=C(C(=C(OCCCS(=O)(=O)C2=CC=C(C(=O)NCC(OCC)=O)C=C2)C=C1)CCC)O (4-(3-(4-Acetyl-3-hydroxy-2-propylphenoxy)propylsulfonyl)-N-(2-oxo-2-ethoxyethyl)benzamide), [OH-].[Na+] (NaOH), O (water). Run in C1CCOC1 (THF). Reported procedure: The compound of Example 3 (430 mg, 0.851 mmoles) was taken up in a mixture of THF (10 ml), 1N NaOH (1.8 ml) and water (8.2 ml). The reaction mixture was stirred at room temperature under nitrogen for two hours. The THF was then removed in vacuo and the residue was diluted with water and filtered. The aqueous solution was acidified with dilute HCl and extracted with chloroform. The combined chloroform extracts were dried and concentrated in vacuo to afford the title compound which was recrystalli... Conditions: time 10 minute. Solvent: ClCCl (dichloromethane). The yield is 71.2%. Product: ClC=1C=CC=2N(N1)C(=CN2)C2=CC1=C(S2)C(=CC=C1)O (2-(6-chloroimidazo[1,2-b]pyridazin-3-yl)benzo[b]thiophen-7-ol). As a reaction SMILES: [Cl:1][C:2]1[CH:3]=[CH:4][C:5]2[N:6]([C:8]([C:11]3[S:15][C:14]4[C:16]([O:20]C)=[CH:17][CH:18]=[CH:19][C:13]=4[CH:12]=3)=[CH:9][N:10]=2)[N:7]=1.B(Br)(Br)Br.CO>ClCCl>[Cl:1][C:2]1[CH:3]=[CH:4][C:5]2[N:6]([C:8]([C:11]3[S:15][C:14]4[C:16]([OH:20])=[CH:17][CH:18]=[CH:19][C:13]=4[CH:12]=3)=[CH:9][N:10]=2)[N:7]=1. Procedure details: To a solution of 6-chloro-3-(7-methoxybenzo[b]thiophen-2-yl)imidazo[1,2-b]pyridazine (103 mg, 0.326 mmol, 1.0 equiv) in dichloromethane at −78° C. was added boron tribromide (2.27 mL, 1.0 M solution in dichloromethane, 7.0 equiv). The reaction mixture was stirred at the reduced temperature for 10 min then warmed to room temperature and stirred for 15 h. Methanol (2 mL) was added to quench the reaction and extracted with dichloromethane. Purification by column chromatography using 5% methanol in ... Starting materials: ClC=1C=CC=2N(N1)C(=CN2)C2=CC1=C(S2)C(=CC=C1)OC (6-chloro-3-(7-methoxybenzo[b]thiophen-2-yl)imidazo[1,2-b]pyridazine), B(Br)(Br)Br (boron tribromide), CO (Methanol). The reactants are S(=O)(Cl)Cl (Thionyl chloride), ClC1=C(OC2=CC=C(OC(C(=CC(=O)O)OC)C)C=C2)C=CC(=C1)C(F)(F)F (4-[4-(2-chloro-4-trifluoromethylphenoxy)phenoxy]-3-methoxy-2-pentenoic acid). Solvent: CCOCC (ether). Product: ClC1=C(OC2=CC=C(OC(C(=CC(=O)Cl)OC)C)C=C2)C=CC(=C1)C(F)(F)F (4-[4-(2-chloro-4-trifluoromethylphenoxy)phenoxy]-3-methoxy-2-pentenoyl chloride). Reaction SMILES: S(Cl)([Cl:3])=O.[Cl:5][C:6]1[CH:28]=[C:27]([C:29]([F:32])([F:31])[F:30])[CH:26]=[CH:25][C:7]=1[O:8][C:9]1[CH:24]=[CH:23][C:12]([O:13][CH:14]([CH3:22])[C:15]([O:20][CH3:21])=[CH:16][C:17](O)=[O:18])=[CH:11][CH:10]=1>CCOCC>[Cl:5][C:6]1[CH:28]=[C:27]([C:29]([F:32])([F:31])[F:30])[CH:26]=[CH:25][C:7]=1[O:8][C:9]1[CH:24]=[CH:23][C:12]([O:13][CH:14]([CH3:22])[C:15]([O:20][CH3:21])=[CH:16][C:17]([Cl:3])=[O:18])=[CH:11][CH:10]=1. Procedure details: Thionyl chloride (20 ml.) is added to 4-[4-(2-chloro-4-trifluoromethylphenoxy)phenoxy]-3-methoxy-2-pentenoic acid (10 mm.) in anhydrous ether (10 ml.). The mixture is refluxed for a few hours. Then, ether and excess thionyl chloride is removed by vacuum to yield 4-[4-(2-chloro-4-trifluoromethylphenoxy)phenoxy]-3-methoxy-2-pentenoyl chloride. Run in O1CCOCC1 (dioxan). As a reaction SMILES: [CH3:1][O:2][C:3]([C:5]1[CH:13]=[C:12]2[C:8]([CH:9]=[CH:10][N:11]2[CH3:14])=[CH:7][CH:6]=1)=[O:4].[N:15]1[C:24]2[C:19](=[CH:20][CH:21]=[CH:22][CH:23]=2)[CH:18]=[CH:17][C:16]=1[CH2:25][O:26][C:27]1[CH:34]=[CH:33][C:30]([CH2:31]Cl)=[CH:29][CH:28]=1>O1CCOCC1.[Ag]=O>[CH3:1][O:2][C:3]([C:5]1[CH:13]=[C:12]2[C:8]([C:9]([CH2:31][C:30]3[CH:29]=[CH:28][C:27]([O:26][CH2:25][C:16]4[CH:17]=[CH:18][C:19]5[C:24](=[CH:23][CH:22]=[CH:21][CH:20]=5)[N:15]=4)=[CH:34][CH:33]=3)=[CH:10][N:11]2[CH3:14])=[CH:7][CH:6]=1)=[O:4]. The reagents and catalysts are [Ag]=O (silver oxide). The product is COC(=O)C1=CC=C2C(=CN(C2=C1)C)CC1=CC=C(C=C1)OCC1=NC2=CC=CC=C2C=C1 (1-Methyl-3-[4-(quinolin-2-ylmethoxy)benzyl]indole-6-carboxylic acid methyl ester). The reactants are COC(=O)C1=CC=C2C=CN(C2=C1)C (1-methylindole-6-carboxylic acid methyl ester), N1=C(C=CC2=CC=CC=C12)COC1=CC=C(CCl)C=C1 (4-(quinolin-2-ylmethoxy)benzyl chloride). Procedure: To a stirred solution of 1-methylindole-6-carboxylic acid methyl ester (Example 10, part i) (1.5 g) and 4-(quinolin-2-ylmethoxy)benzyl chloride (2.43 g) in dioxan (15 ml), silver oxide (2 g) was added and the suspension heated at 70° C. overnight. The solvent was removed in vacuo, the residue ultrasonicated with ethylacetate and insoluble material removed by filtration through celite. The filtrate was evaporated to dryness and the residue purified by chromatography on flash silica, eluting with ... Conditions: temperature 70 celsius. Reactants: C1COCCO1, CC(C)C1(C(=O)N2CCN(c3nccc(C(F)(F)F)n3)CC2)CCC(NC(=O)OC(C)(C)C)C1, Cl. Yields the product CC(C)C1(C(=O)N2CCN(c3nccc(C(F)(F)F)n3)CC2)CCC(N)C1. As a reaction SMILES: [CH2:36]1[O:37][CH2:38][CH2:39][O:40][CH2:41]1.[CH:1]([CH3:2])([CH3:3])[C:4]1([C:17](=[O:18])[N:19]2[CH2:20][CH2:21][N:22]([c:25]3[n:26][cH:27][cH:28][c:29]([C:31]([F:32])([F:33])[F:34])[n:30]3)[CH2:23][CH2:24]2)[CH2:5][CH:6]([NH:9][C:10](=[O:11])[O:12][C:13]([CH3:14])([CH3:15])[CH3:16])[CH2:7][CH2:8]1.[ClH:35]>>[CH:1]([CH3:2])([CH3:3])[C:4]1([C:17](=[O:18])[N:19]2[CH2:20][CH2:21][N:22]([c:25]3[n:26][cH:27][cH:28][c:29]([C:31]([F:32])([F:33])[F:34])[n:30]3)[CH2:23][CH2:24]2)[CH2:5][CH:6]([NH2:9])[CH2:7][CH2:8]1.